This data is from the Open Reaction Database (ORD), a public repository of structured organic reaction records. The task is: describe an organic reaction: reactants, conditions, products, and yield Reaction SMILES: [C:23](=[O:24])([O-:25])[O-:26].[CH2:1]([CH3:2])[O:3][C:4]([c:5]1[cH:6][c:7]([F:12])[c:8]([OH:11])[cH:9][cH:10]1)=[O:13].[Cl:14][CH2:15][CH2:16][N:17]1[CH2:18][CH2:19][O:20][CH2:21][CH2:22]1.[K+:27].[K+:28].[O:29]=[CH:30][N:31]([CH3:32])[CH3:33]>>[CH2:1]([CH3:2])[O:3][C:4]([c:5]1[cH:6][c:7]([F:12])[c:8]([O:11][CH2:15][CH2:16][N:17]2[CH2:18][CH2:19][O:20][CH2:21][CH2:22]2)[cH:9][cH:10]1)=[O:13]. Yields the product CCOC(=O)c1ccc(OCCN2CCOCC2)c(F)c1. Starting materials: O=C([O-])[O-], CCOC(=O)c1ccc(O)c(F)c1, ClCCN1CCOCC1, [K+], [K+], CN(C)C=O.